From a dataset of the Open Reaction Database (ORD), a public repository of structured organic reaction records. describe an organic reaction: reactants, conditions, products, and yield Reactants: BrBr (bromine), BrBr (bromine), C(C)OC(C(C(COC1=CC=C(C=C1)Cl)=O)(C)C)=O (4-(4-chlorophenoxy)-2,2-dimethyl-3-keto-butanoic acid ethyl ester). Solvent: C(Cl)(Cl)(Cl)Cl (carbon tetrachloride), C(Cl)(Cl)(Cl)Cl (carbon tetrachloride). Conditions: time 30 minute. Product: C(C)OC(C(C(C(OC1=CC=C(C=C1)Cl)Br)=O)(C)C)=O (4-bromo-4-(4-chlorophenoxy)-2,2-dimethyl-3-keto-butanoic acid ethyl ester). As a reaction SMILES: [CH2:1]([O:3][C:4](=[O:19])[C:5]([CH3:18])([CH3:17])[C:6](=[O:16])[CH2:7][O:8][C:9]1[CH:14]=[CH:13][C:12]([Cl:15])=[CH:11][CH:10]=1)[CH3:2].[Br:20]Br>C(Cl)(Cl)(Cl)Cl>[CH2:1]([O:3][C:4](=[O:19])[C:5]([CH3:18])([CH3:17])[C:6](=[O:16])[CH:7]([Br:20])[O:8][C:9]1[CH:10]=[CH:11][C:12]([Cl:15])=[CH:13][CH:14]=1)[CH3:2]. Procedure: 26 g (0.091 mol) of 4-(4-chlorophenoxy)-2,2-dimethyl-3-keto-butanoic acid ethyl ester were dissolved in 150 ml of carbon tetrachloride. 4.7 ml (0.091 mol) of bromine in 50 ml of carbon tetrachloride were added dropwise at room temperature at such a rate that the bromine was steadily consumed. The mixture was then stirred for 30 minutes at room temperature. After distilling off the solvent in vacuo, 4-bromo-4-(4-chlorophenoxy)-2,2-dimethyl-3-keto-butanoic acid ethyl ester was obtained quantitativ... The reactants are C(C)(C)C=1C=C(C=O)C=C(C1O)C(C)C (3,5-diisopropyl-4-hydroxylbenzaldehyde), N1=C(C=CC=C1)S(=O)(=O)CC#N (2-pyridinesulphonylacetonitrile), O (water). The reagents and catalysts are N1CCCCC1 (piperidine). Run in C(C)O (ethanol). Reaction conditions: time 2 hour. Yields the product C(C)(C)C=1C=C(C=C(C1O)C(C)C)/C=C(\C#N)/S(=O)(=O)C1=NC=CC=C1 ((E)-3-(3,5-Diisopropyl-4-hydroxyphenyl)-2-[(pyrid-2-yl)sulfonyl]acrylonitrile). Isolated yield 43.3%. RXN SMILES: [CH:1]([C:4]1[CH:5]=[C:6]([CH:9]=[C:10]([CH:13]([CH3:15])[CH3:14])[C:11]=1[OH:12])[CH:7]=O)([CH3:3])[CH3:2].[N:16]1[CH:21]=[CH:20][CH:19]=[CH:18][C:17]=1[S:22]([CH2:25][C:26]#[N:27])(=[O:24])=[O:23].O>N1CCCCC1.C(O)C>[CH:1]([C:4]1[CH:5]=[C:6](/[CH:7]=[C:25](/[S:22]([C:17]2[CH:18]=[CH:19][CH:20]=[CH:21][N:16]=2)(=[O:24])=[O:23])\[C:26]#[N:27])[CH:9]=[C:10]([CH:13]([CH3:15])[CH3:14])[C:11]=1[OH:12])([CH3:3])[CH3:2]. Reported procedure: The reaction mixture of 450.0 mg of 3,5-diisopropyl-4-hydroxylbenzaldehyde, 400.0 mg of 2-pyridinesulphonylacetonitrile and a few drops of piperidine in 10.0 mL of ethanol was refluxed for 3 h and then cooled to room temperature. To the above reaction mixture was added 5.0 mL of water until crystallization began. After standing at 0° C. for 2 h, the solid was filtered, washed with cold water and dried in oven at 40° C. overnight to provide 350.0 mg of the titled compound. Starting materials: CCOC(=O)C(C)c1ccc([N+](=O)[O-])c(O)c1, CC(=O)O, CCO, [Na+], [OH-], O. Yields the product CC(C(=O)O)c1ccc([N+](=O)[O-])c(O)c1. Reaction SMILES: [CH2:1]([CH3:2])[O:3][C:4]([CH:5]([CH3:6])[c:7]1[cH:8][c:9]([OH:16])[c:10]([N+:13](=[O:14])[O-:15])[cH:11][cH:12]1)=[O:17].[CH3:20][C:21](=[O:22])[OH:23].[CH3:24][CH2:25][OH:26].[Na+:19].[OH-:18].[OH2:27]>>[O:3]=[C:4]([CH:5]([CH3:6])[c:7]1[cH:8][c:9]([OH:16])[c:10]([N+:13](=[O:14])[O-:15])[cH:11][cH:12]1)[OH:17]. Reactants: C[Mg]I (Methylmagnesium iodide), FC1=CC2=C(N(C(O2)=O)C2CCN(CC2)C2(CCOCC2)C#N)C=C1C (4-[4-(6-fluoro-5-methyl-2-oxo-1,3-benzoxazol-3(2H)-yl)-1-piperidinyl]tetrahydro-2H-pyran-4-carbonitrile). Run in O1CCCC1 (tetrahydrofuran). Conditions: time 1 hour. The product is FC=1C(=CC(=C(C1)O)NC1CCN(CC1)C1(CCOCC1)C)C (5-Fluoro-4-methyl-2-{[1-(4-methyltetrahydro-2H-pyran-4-yl)-4-piperidinyl]amino}phenol). Isolated yield 17.1%. As a reaction SMILES: C[Mg]I.[F:4][C:5]1[C:28]([CH3:29])=[CH:27][C:8]2[N:9]([CH:13]3[CH2:18][CH2:17][N:16]([C:19]4([C:25]#N)[CH2:24][CH2:23][O:22][CH2:21][CH2:20]4)[CH2:15][CH2:14]3)C(=O)[O:11][C:7]=2[CH:6]=1>O1CCCC1>[F:4][C:5]1[C:28]([CH3:29])=[CH:27][C:8]([NH:9][CH:13]2[CH2:14][CH2:15][N:16]([C:19]3([CH3:25])[CH2:24][CH2:23][O:22][CH2:21][CH2:20]3)[CH2:17][CH2:18]2)=[C:7]([OH:11])[CH:6]=1. Reported procedure: Methylmagnesium iodide (3 mL, 9 mmol, 3 M in diethyl ether) was added to a suspension of 4-[4-(6-fluoro-5-methyl-2-oxo-1,3-benzoxazol-3(2H)-yl)-1-piperidinyl]tetrahydro-2H-pyran-4-carbonitrile (D4, 681 mg, 0.852 mmol) in tetrahydrofuran (10 mL) at 0° C. under argon. The reaction was stirred for 1 h at rt before being cooled to 0° C. and quenched with saturated aqueous NH4Cl (5 mL). The mixture was partitioned between ethyl acetate and water and the aqueous layer was extracted with ethyl acetate.... Reactants: CCOC(C)=O, O=C(Cl)CCl, NCCCCCCCCCCC(=O)O. Product: O=C(O)CCCCCCCCCCNC(=O)CCl. As a reaction SMILES: [CH3:20][CH2:21][O:22][C:23](=[O:24])[CH3:25].[Cl:15][CH2:16][C:17](=[O:18])[Cl:19].[NH2:1][CH2:2][CH2:3][CH2:4][CH2:5][CH2:6][CH2:7][CH2:8][CH2:9][CH2:10][CH2:11][C:12](=[O:13])[OH:14]>>[NH:1]([CH2:2][CH2:3][CH2:4][CH2:5][CH2:6][CH2:7][CH2:8][CH2:9][CH2:10][CH2:11][C:12](=[O:13])[OH:14])[C:17]([CH2:16][Cl:15])=[O:18]. Reactants: N#CC(O)c1cccc(Oc2ccccc2)c1, CC1(C)C(C=CC(=O)OCC(F)F)C1C(=O)O, ClC(Cl)Cl. The product is CC1(C)C(C=CC(=O)OCC(F)F)C1C(=O)OC(C#N)c1cccc(Oc2ccccc2)c1. As a reaction SMILES: [C:18](#[N:19])[CH:20]([c:21]1[cH:22][c:23]([O:27][c:28]2[cH:29][cH:30][cH:31][cH:32][cH:33]2)[cH:24][cH:25][cH:26]1)[OH:34].[CH3:1][C:2]1([CH3:17])[CH:3]([C:14](=[O:15])[OH:16])[CH:4]1[CH:5]=[CH:6][C:7]([O:8][CH2:9][CH:10]([F:11])[F:12])=[O:13].[CH:35]([Cl:36])([Cl:37])[Cl:38]>>[CH3:1][C:2]1([CH3:17])[CH:3]([C:14](=[O:15])[O:16][CH:20]([C:18]#[N:19])[c:21]2[cH:22][c:23]([O:27][c:28]3[cH:29][cH:30][cH:31][cH:32][cH:33]3)[cH:24][cH:25][cH:26]2)[CH:4]1[CH:5]=[CH:6][C:7]([O:8][CH2:9][CH:10]([F:11])[F:12])=[O:13].